Task: describe an organic reaction: reactants, conditions, products, and yield. Dataset: the Open Reaction Database (ORD), a public repository of structured organic reaction records Reactants: C(C1=CC=CC=C1)OC1=C(C=CC(=C1)OCCC1=CC=CC=C1)N1CC(N(S1(=O)=O)CC[Si](C)(C)C)=O (5-(2-benzyloxy-4-phenethyloxyphenyl)-1 , 1-dioxo-2-(2-trimethylsilanylethyl)-1,2,5-thiadiazolidin-3-one), [F-].C(CCC)[N+](CCCC)(CCCC)CCCC (tetrabutylammonium fluoride). The solvent is C1CCOC1 (THF). Product: C(C1=CC=CC=C1)OC1=C(C=CC(=C1)OCCC1=CC=CC=C1)N1CC(NS1(=O)=O)=O (5-(2-Benzyloxy-4-phenethyloxyphenyl)-1,1-dioxo-1,2,5-thiadiazolidin-3-one). Reaction SMILES: [CH2:1]([O:8][C:9]1[CH:14]=[C:13]([O:15][CH2:16][CH2:17][C:18]2[CH:23]=[CH:22][CH:21]=[CH:20][CH:19]=2)[CH:12]=[CH:11][C:10]=1[N:24]1[S:28](=[O:30])(=[O:29])[N:27](CC[Si](C)(C)C)[C:26](=[O:37])[CH2:25]1)[C:2]1[CH:7]=[CH:6][CH:5]=[CH:4][CH:3]=1.[F-].C([N+](CCCC)(CCCC)CCCC)CCC>C1COCC1>[CH2:1]([O:8][C:9]1[CH:14]=[C:13]([O:15][CH2:16][CH2:17][C:18]2[CH:23]=[CH:22][CH:21]=[CH:20][CH:19]=2)[CH:12]=[CH:11][C:10]=1[N:24]1[S:28](=[O:30])(=[O:29])[NH:27][C:26](=[O:37])[CH2:25]1)[C:2]1[CH:3]=[CH:4][CH:5]=[CH:6][CH:7]=1 |f:1.2|. Procedure: A solution of 5-(2-benzyloxy-4-phenethyloxyphenyl)-1 , 1-dioxo-2-(2-trimethylsilanylethyl)-1,2,5-thiadiazolidin-3-one (47 mg, 0.087 mmol) and tetrabutylammonium fluoride (0.5M in THF, 0.35 mL, 0.175 mmol) in THF (5 mL) is refluxed for 1 h. The mixture is cooled to RT, concentrated, and extracted with EtOAc. The organic phase is washed with 1N HCl and is dried over magnesium sulfate. The solvent is removed under reduced pressure to afford the title compound: (M−1)−=437. The reactants are FC1=C(C(=O)OC)C(=CC=C1)C=C (methyl 2-fluoro-6-vinylbenzoate), O=[O+][O-] (O3), CSC (Dimethylsulfane). Solvent: ClCCl (dichloromethane). Reaction conditions: time 2 hour. Yields the product FC1=C(C(=O)OC)C(=CC=C1)C=O (methyl 2-fluoro-6-formylbenzoate). Yield: 67.0%. RXN SMILES: [F:1][C:2]1[CH:11]=[CH:10][CH:9]=[C:8]([CH:12]=C)[C:3]=1[C:4]([O:6][CH3:7])=[O:5].[O:14]=[O+][O-].CSC>ClCCl>[F:1][C:2]1[CH:11]=[CH:10][CH:9]=[C:8]([CH:12]=[O:14])[C:3]=1[C:4]([O:6][CH3:7])=[O:5]. Reported procedure: Into a solution of methyl 2-fluoro-6-vinylbenzoate (31 g, 0.172 mol) in dry dichloromethane (300 mL) was bubbled O3 at −78° C. over a 30 minute period. Next, nitrogen gas was bubbled into the solution until it turned colorless. Dimethylsulfane (84.13 g, 1.36 mol) was added dropwise to the solution, which was subsequently warmed to RT and stirred for 2 hours. The mixture was then washed with water (30 mL) and extracted with DCM (3×300 mL). The combined organic layers were dried over Na2SO4 and co... Reactants: ClC1=CC=NC=C1 (4-chloropyridine), CNCCCO (3-(methylamino)propanol). Product: CN(C1=CC=NC=C1)CCCO (3-(N-methyl-N-(4-pyridyl)amino)propanol). Yield: 2560.8%. As a reaction SMILES: Cl[C:2]1[CH:7]=[CH:6][N:5]=[CH:4][CH:3]=1.[CH3:8][NH:9][CH2:10][CH2:11][CH2:12][OH:13]>>[CH3:8][N:9]([CH2:10][CH2:11][CH2:12][OH:13])[C:2]1[CH:7]=[CH:6][N:5]=[CH:4][CH:3]=1. Procedure details: Using a procedure analogous to that described for the starting material in Example 46, 4-chloropyridine (885 mg, 59 mmol) and 3-(methylamino)propanol (2.1 g, 0.23 mmol), (Tetrahedron Lett. 1994, 35, 1545-1548), were heated for 8 hours to give 3-(N-methyl-N-(4-pyridyl)amino)propanol (979 mg, 61%).